From a dataset of the Open Reaction Database (ORD), a public repository of structured organic reaction records. describe an organic reaction: reactants, conditions, products, and yield The reactants are NC=1C(=C(OC=2C=CC=3N(N2)C=C(N3)NC(=O)C3CC3)C(=CC1)C)Cl (N-[6-(3-amino-2-chloro-6-methylphenoxy)imidazo[1,2-b]pyridazin-2-yl]cyclopropanecarboxamide), FC(C=1C=C(C(=O)Cl)C=CC1)(F)F (3-(trifluoromethyl)benzoyl chloride). Solvent: CN1C(CCC1)=O (N-methylpyrrolidone). Yields the product ClC1=C(C=CC(=C1OC=1C=CC=2N(N1)C=C(N2)NC(=O)C2CC2)C)NC(C2=CC(=CC=C2)C(F)(F)F)=O (N-[2-chloro-3-({2-[(cyclopropylcarbonyl)amino]imidazo[1,2-b]pyridazin-6-yl}oxy)-4-methylphenyl]-3-(trifluoromethyl)benzamide). Yield: 58.4%. Reaction SMILES: [NH2:1][C:2]1[C:3]([Cl:25])=[C:4]([C:21]([CH3:24])=[CH:22][CH:23]=1)[O:5][C:6]1[CH:7]=[CH:8][C:9]2[N:10]([CH:12]=[C:13]([NH:15][C:16]([CH:18]3[CH2:20][CH2:19]3)=[O:17])[N:14]=2)[N:11]=1.[F:26][C:27]([F:38])([F:37])[C:28]1[CH:29]=[C:30]([CH:34]=[CH:35][CH:36]=1)[C:31](Cl)=[O:32]>CN1CCCC1=O>[Cl:25][C:3]1[C:4]([O:5][C:6]2[CH:7]=[CH:8][C:9]3[N:10]([CH:12]=[C:13]([NH:15][C:16]([CH:18]4[CH2:19][CH2:20]4)=[O:17])[N:14]=3)[N:11]=2)=[C:21]([CH3:24])[CH:22]=[CH:23][C:2]=1[NH:1][C:31](=[O:32])[C:30]1[CH:34]=[CH:35][CH:36]=[C:28]([C:27]([F:26])([F:37])[F:38])[CH:29]=1. Procedure: Using N-[6-(3-amino-2-chloro-6-methylphenoxy)imidazo[1,2-b]pyridazin-2-yl]cyclopropanecarboxamide (150 mg, 0.42 mmol), 3-(trifluoromethyl)benzoyl chloride (92 mg, 0.44 mmol) and N-methylpyrrolidone (5.0 mL) as starting materials and in the same manner as in Example 344, the title compound (130 mg, 60%) was obtained as a white powder. The reactants are CN(C1=CC=C(C=C1)C(C(=O)O)OC)C ((RS)-(4-Dimethylamino-phenyl)-methoxy-acetic acid), NCC1=CC=C(C#N)C=C1 (4-aminomethyl benzonitrile). The product is C(#N)C1=CC=C(CNC(C(OC)C2=CC=C(C=C2)N(C)C)=O)C=C1 ((RS)-N-(4-cyano-benzyl)-2-(4-dimethylamino-phenyl)-2-methoxy-acetamide). RXN SMILES: [CH3:1][N:2]([CH3:15])[C:3]1[CH:8]=[CH:7][C:6]([CH:9]([O:13][CH3:14])[C:10]([OH:12])=O)=[CH:5][CH:4]=1.[NH2:16][CH2:17][C:18]1[CH:25]=[CH:24][C:21]([C:22]#[N:23])=[CH:20][CH:19]=1>>[C:17]([C:18]1[CH:25]=[CH:24][C:21]([CH2:22][NH:23][C:10](=[O:12])[CH:9]([C:6]2[CH:5]=[CH:4][C:3]([N:2]([CH3:1])[CH3:15])=[CH:8][CH:7]=2)[O:13][CH3:14])=[CH:20][CH:19]=1)#[N:16]. Procedure: (RS)-(4-Dimethylamino-phenyl)-methoxy-acetic acid was coupled with 4-aminomethyl benzonitrile according to general procedure B to give (RS)-N-(4-cyano-benzyl)-2-(4-dimethylamino-phenyl)-2-methoxy-acetamide. Off-white solid. MS 324.2 ([M+H]+) The reactants are C(C=C)OC1=NC=C(C(=N1)O)F (2-(allyloxy)-5-fluoropyrimidin-4-ol), CN(C1=CC=CC=C1)C (N,N-dimethylaniline), P(=O)(Cl)(Cl)Cl (phosphorous oxychloride), C(C)#N (acetonitrile), crude material. Solvent: CCOCC (Et2O). Reaction conditions: temperature 80 celsius. The product is C(C=C)OC1=NC=C(C(=N1)Cl)F (2-(allyloxy)-4-chloro-5-fluoropyrimidine). Reaction SMILES: [CH2:1]([O:4][C:5]1[N:10]=[C:9](O)[C:8]([F:12])=[CH:7][N:6]=1)[CH:2]=[CH2:3].CN(C)C1C=CC=CC=1.P(Cl)(Cl)([Cl:24])=O.C(#N)C>CCOCC>[CH2:1]([O:4][C:5]1[N:10]=[C:9]([Cl:24])[C:8]([F:12])=[CH:7][N:6]=1)[CH:2]=[CH2:3]. Reported procedure: A 250 mL round bottom flask was charged with 2-(allyloxy)-5-fluoropyrimidin-4-ol 4.96 g, 29.2 mmol), N,N-dimethylaniline (5.45 mL, 43.0 mmol), phosphorous oxychloride (3.30 mL, 35.4 mmol), and acetonitrile (60 mL). The resulting solution was heated at 80° C. for 1 h. After cooling to room temperature, the crude material was diluted with Et2O (300 mL) and was washed with 1.0 M aqueous NaH2PO4 (150 mL×2) and saturated aqueous NaCl (150 mL). The organic layers were dried over MgSO4, filtered, and c... Reactants: [BH4-], Cc1c(C=O)c2cnnc(OCc3ccc(F)cc3)c2n1Cc1ccccc1, CCO, [Na+], O. Yields the product Cc1c(CO)c2cnnc(OCc3ccc(F)cc3)c2n1Cc1ccccc1. As a reaction SMILES: [BH4-:29].[CH2:1]([c:2]1[cH:3][cH:4][cH:5][cH:6][cH:7]1)[n:8]1[c:9]([CH3:28])[c:10]([CH:26]=[O:27])[c:11]2[c:12]1[c:13]([O:17][CH2:18][c:19]1[cH:20][cH:21][c:22]([F:25])[cH:23][cH:24]1)[n:14][n:15][cH:16]2.[CH3:32][CH2:33][OH:34].[Na+:30].[OH2:31]>>[CH2:1]([c:2]1[cH:3][cH:4][cH:5][cH:6][cH:7]1)[n:8]1[c:9]([CH3:28])[c:10]([CH2:26][OH:27])[c:11]2[c:12]1[c:13]([O:17][CH2:18][c:19]1[cH:20][cH:21][c:22]([F:25])[cH:23][cH:24]1)[n:14][n:15][cH:16]2. Reactants: ClC1=CC=C(C=C1)C1=C(NC(=C1C)C(F)(F)F)C(=O)N1CCOCC1 ((3-(4-Chlorophenyl)-4-methyl-5-(trifluoromethyl)-1H-pyrrol-2-yl)(morpholino)methanone), ClC1=CC=C(C=C1)C1=C(NC(=C1C)C(F)(F)F)C(=O)N1CCOCC1 ((3-(4-chlorophenyl)-4-methyl-5-(trifluoromethyl)-1H-pyrrol-2-yl)(morpholino)methanone), C(=O)([O-])[O-].[K+].[K+] (K2CO3), FC1=CC=C(OCCBr)C=C1 (4-fluorophenoxy-ethylbromide). Run in CC#N (MeCN). Reaction conditions: temperature 80 celsius, time 2 day. The product is ClC1=CC=C(C=C1)C1=C(N(C(=C1C)C(F)(F)F)CCOC1=CC=C(C=C1)F)C(=O)N1CCOCC1 ([3-(4-Chlorophenyl)-1-[2-(4-fluoro-phenoxy)-ethyl]-4-methyl-5-(trifluoromethyl)-1H-pyrrol-2-yl]-morpholin-4-yl-methanone). RXN SMILES: [Cl:1][C:2]1[CH:7]=[CH:6][C:5]([C:8]2[C:12]([CH3:13])=[C:11]([C:14]([F:17])([F:16])[F:15])[NH:10][C:9]=2[C:18]([N:20]2[CH2:25][CH2:24][O:23][CH2:22][CH2:21]2)=[O:19])=[CH:4][CH:3]=1.C([O-])([O-])=O.[K+].[K+].[F:32][C:33]1[CH:42]=[CH:41][C:36]([O:37][CH2:38][CH2:39]Br)=[CH:35][CH:34]=1>CC#N>[Cl:1][C:2]1[CH:7]=[CH:6][C:5]([C:8]2[C:12]([CH3:13])=[C:11]([C:14]([F:15])([F:16])[F:17])[N:10]([CH2:39][CH2:38][O:37][C:36]3[CH:41]=[CH:42][C:33]([F:32])=[CH:34][CH:35]=3)[C:9]=2[C:18]([N:20]2[CH2:21][CH2:22][O:23][CH2:24][CH2:25]2)=[O:19])=[CH:4][CH:3]=1 |f:1.2.3|. Procedure: (3-(4-Chlorophenyl)-4-methyl-5-(trifluoromethyl)-1H-pyrrol-2-yl)(morpholino)methanone [for synthesis see SC-25] (130 mg, 0.349 mmol) was dissolved in dry MeCN (4 mL). The solution was mixed with K2CO3 (120 mg, 0.872 mmol) and KI (8.7 mg, 0.052 mmol), followed by addition of 4-fluorophenoxy-ethylbromide (153 mg, 0.697 mmol). The reaction mixture was stirred vigorously at 80° C. for 2 d. The temperature was lowered to room temperature; the reaction mixture was combined with the reaction mixture of... The reactants are [Li]C(C)(C)C, Cc1c(I)cc(C(C)(C)C)cc1O[SiH](C)C, C1CCOC1, CCCCC, CCOC(C)=O, [Cl-], [NH4+], CCOP(=O)(Cl)OCC. Yields the product CCOP(=O)(OCC)c1cc(C(C)(C)C)cc(O[SiH](C)C)c1C. Reaction SMILES: [C:17]([Li:18])([CH3:19])([CH3:20])[CH3:21].[C:1]([CH3:2])([CH3:3])([CH3:4])[c:5]1[cH:6][c:7]([O:13][SiH:14]([CH3:15])[CH3:16])[c:8]([CH3:12])[c:9]([I:11])[cH:10]1.[CH2:36]1[O:37][CH2:38][CH2:39][CH2:40]1.[CH3:22][CH2:23][CH2:24][CH2:25][CH3:26].[CH3:43][CH2:44][O:45][C:46]([CH3:47])=[O:48].[Cl-:41].[NH4+:42].[P:27](=[O:28])([O:29][CH2:30][CH3:31])([O:32][CH2:33][CH3:34])[Cl:35]>>[C:1]([CH3:2])([CH3:3])([CH3:4])[c:5]1[cH:6][c:7]([O:13][SiH:14]([CH3:15])[CH3:16])[c:8]([CH3:12])[c:9]([P:27](=[O:28])([O:29][CH2:30][CH3:31])[O:32][CH2:33][CH3:34])[cH:10]1.